From a dataset of the Open Reaction Database (ORD), a public repository of structured organic reaction records. describe an organic reaction: reactants, conditions, products, and yield Starting materials: CC(=O)O, CO, OCCOc1nc(N2CCNCC2)nc2ccccc12. Product: CC(=O)O, OCCOc1nc(N2CCNCC2)nc2ccccc12. As a reaction SMILES: [CH3:21][C:22]([OH:23])=[O:24].[CH3:25][OH:26].[OH:1][CH2:2][CH2:3][O:4][c:5]1[n:6][c:7]([N:15]2[CH2:16][CH2:17][NH:18][CH2:19][CH2:20]2)[n:8][c:9]2[cH:10][cH:11][cH:12][cH:13][c:14]12>>[CH3:21][C:22](=[O:23])[OH:24].[OH:1][CH2:2][CH2:3][O:4][c:5]1[n:6][c:7]([N:15]2[CH2:16][CH2:17][NH:18][CH2:19][CH2:20]2)[n:8][c:9]2[cH:10][cH:11][cH:12][cH:13][c:14]12.